The task is: describe an organic reaction: reactants, conditions, products, and yield. This data is from the Open Reaction Database (ORD), a public repository of structured organic reaction records. Reaction SMILES: [Br:9][CH:10]1[C:11](=[O:20])[c:12]2[cH:13][cH:14][n:15][cH:16][c:17]2[CH2:18][CH2:19]1.[C:1](#[N:2])[CH2:3][C:4](=[O:5])[O:6][CH2:7][CH3:8].[CH:21]([N:22]([CH2:23][CH3:24])[CH:25]([CH3:26])[CH3:27])([CH3:28])[CH3:29].[O:30]=[CH:31][N:32]([CH3:33])[CH3:34]>>[C:1](#[N:2])[CH:3]([C:4](=[O:5])[O:6][CH2:7][CH3:8])[CH:10]1[C:11](=[O:20])[c:12]2[cH:13][cH:14][n:15][cH:16][c:17]2[CH2:18][CH2:19]1. Product: CCOC(=O)C(C#N)C1CCc2cnccc2C1=O. Reactants: O=C1c2ccncc2CCC1Br, CCOC(=O)CC#N, CCN(C(C)C)C(C)C, CN(C)C=O. Starting materials: C(C)(=O)SCC(C(=O)O)CC(N)=O (3-acetylthio-2-(carbamoylmethyl)propanoic acid), C(N)(=O)CC(CN1[C@H](C(=O)O)CCC1)CSC(C)=O (1-[2-(carbamoylmethyl)-3-(acetylthio)-propanyl]-L-proline), C(C)(=O)SCC(C(=O)O)CC(=O)OC (3-(acetylthio)-2-(methoxycarbonylmethyl)-propanoic acid), C(C)(C)(C)OC([C@H]1N(CCC1)C(C(CSC(C)=O)CC(N)=O)=O)=O (1-[2-(carbamoylmethyl)-3-(acetylthio)propanoyl]-L-proline tert-butyl ester). Yields the product C(N)(=O)CC(C(=O)N1[C@H](C(=O)O)CCC1)CSC(C)=O (1-[2-(Carbamoylmethyl)-3-(acetylthio)propanoyl]-L-proline). As a reaction SMILES: C(SCC(CC(=O)N)C(O)=O)(=O)C.C(SCC(CC(OC)=O)C(O)=O)(=O)C.C([O:32][C:33](=[O:51])[C@@H:34]1[CH2:38][CH2:37][CH2:36][N:35]1[C:39](=[O:50])[CH:40]([CH2:46][C:47](=[O:49])[NH2:48])[CH2:41][S:42][C:43](=[O:45])[CH3:44])(C)(C)C.C(CC(CSC(=O)C)CN1CCC[C@H]1C(O)=O)(=O)N>>[C:47]([CH2:46][CH:40]([CH2:41][S:42][C:43](=[O:45])[CH3:44])[C:39]([N:35]1[CH2:36][CH2:37][CH2:38][C@H:34]1[C:33]([OH:51])=[O:32])=[O:50])(=[O:49])[NH2:48]. Procedure: By substituting 3-acetylthio-2-(carbamoylmethyl)propanoic acid for the 3-(acetylthio)-2-(methoxycarbonylmethyl)-propanoic acid in the procedure of Example 2, and then submitting the product to the procedure of Example 3, 1-[2-(carbamoylmethyl)-3-(acetylthio)propanoyl]-L-proline tert-butyl ester and 1-[2-(carbamoylmethyl)-3-(acetylthio)-propanyl]-L-proline are obtained. Reactants: ( 7 ), CC1=CC=C(C=C1)S(=O)(=O)OCC1OC2=CC(=CC=C2CC1)S(=O)(=O)C ([7-(methylsulfonyl)-3,4-dihydro-2H-chromen-2-yl]methyl 4-methylbenzenesulfonate), ( 8 ), C(CCC)N (butan-1-amine), ( 9 ), ( 7 ). Run in C(C)#N (ACN). Product: CS(=O)(=O)C1=CC=C2CCC(OC2=C1)CNCCCC (N-{[7-(METHYLSULFONYL)-3,4-DIHYDRO-2H-CHROMEN-2-YL]METHYL}BUTAN-1-AMINE). As a reaction SMILES: CC1C=CC(S(O[CH2:12][CH:13]2[CH2:22][CH2:21][C:20]3[C:15](=[CH:16][C:17]([S:23]([CH3:26])(=[O:25])=[O:24])=[CH:18][CH:19]=3)[O:14]2)(=O)=O)=CC=1.[CH2:27]([NH2:31])[CH2:28][CH2:29][CH3:30]>C(#N)C>[CH3:26][S:23]([C:17]1[CH:16]=[C:15]2[C:20]([CH2:21][CH2:22][CH:13]([CH2:12][NH:31][CH2:27][CH2:28][CH2:29][CH3:30])[O:14]2)=[CH:19][CH:18]=1)(=[O:24])=[O:25]. Reported procedure: Preparation according to Example 25: [7-(methylsulfonyl)-3,4-dihydro-2H-chromen-2-yl]methyl 4-methylbenzenesulfonate (0.020 g, 0.0504 mmol), butan-1-amine (0.5 ml), ACN (3 ml). MS m/z (rel. intensity, 70 eV) 297 (M+, 6), 254 (9), 131 (8), 87 (7), 86 (bp), 77 (7). Starting materials: [N+](=O)([O-])C=1C=CC2=C(C(=NCC(N2)=S)C2=C(C=CC=C2)F)C1 (1,3-dihydro-7-nitro-5-(o-fluorophenyl)-2H-1,4-benzodiazepine-2-thione), OCC(=O)NN (hydroxyacetic acid hydrazide). Solvent: C(CCC)O (n-butyl alcohol). The product is [N+](=O)([O-])C=1C=CC2=C(C(=NCC=3N2C(=NN3)CO)C3=C(C=CC=C3)F)C1 (8-nitro-1-(hydroxymethyl)-6-(o-fluorophenyl)-4H-s-triazolo[4,3-a][1,4]benzodiazepine). RXN SMILES: [N+:1]([C:4]1[CH:5]=[CH:6][C:7]2[NH:13][C:12](=S)[CH2:11][N:10]=[C:9]([C:15]3[CH:20]=[CH:19][CH:18]=[CH:17][C:16]=3[F:21])[C:8]=2[CH:22]=1)([O-:3])=[O:2].[OH:23][CH2:24][C:25]([NH:27][NH2:28])=O>C(O)CCC>[N+:1]([C:4]1[CH:5]=[CH:6][C:7]2[N:13]3[C:25]([CH2:24][OH:23])=[N:27][N:28]=[C:12]3[CH2:11][N:10]=[C:9]([C:15]3[CH:20]=[CH:19][CH:18]=[CH:17][C:16]=3[F:21])[C:8]=2[CH:22]=1)([O-:3])=[O:2]. Reported procedure: In the manner given in Preparation 1, a solution of 1,3-dihydro-7-nitro-5-(o-fluorophenyl)-2H-1,4-benzodiazepine-2-thione in n-butyl alcohol is heated to reflux with hydroxyacetic acid hydrazide to give 8-nitro-1-(hydroxymethyl)-6-(o-fluorophenyl)-4H-s-triazolo[4,3-a][1,4]benzodiazepine. Preparation 4 8-(Trifluoromethyl)-1-(hydroxymethyl)-6-(o-chlorophenyl)-4H-s-triazolo[4,3-a][1,4]benzodiazepine Starting materials: [Al+3], CC(Br)C(=O)Cl, ClCCl, [Cl-], [Cl-], [Cl-], Fc1cccc(F)c1. Product: CC(Br)C(=O)c1ccc(F)cc1F. Reaction SMILES: [Al+3:10].[Br:13][CH:14]([C:15](=[O:16])[Cl:17])[CH3:18].[CH2:19]([Cl:20])[Cl:21].[Cl-:11].[Cl-:12].[Cl-:9].[F:1][c:2]1[cH:3][c:4]([F:8])[cH:5][cH:6][cH:7]1>>[F:1][c:2]1[cH:3][c:4]([F:8])[c:5]([C:15]([CH:14]([Br:13])[CH3:18])=[O:16])[cH:6][cH:7]1. The reactants are C1(C=CCCC1)OCCO (2-(cyclohex-2-enyloxy)ethanol), S(=O)(=O)(C1=CC=C(C)C=C1)Cl (TsCl), O (water). Run in N1=CC=CC=C1 (pyridine). Run at time 16 hour. The product is CC1=CC=C(C=C1)S(=O)(=O)OCCOC1C=CCCC1 (2-(cyclohex-2-enyloxy)ethyl 4-methylbenzenesulfonate). As a reaction SMILES: [CH:1]1([O:7][CH2:8][CH2:9][OH:10])[CH2:6][CH2:5][CH2:4][CH:3]=[CH:2]1.[S:11](Cl)([C:14]1[CH:20]=[CH:19][C:17]([CH3:18])=[CH:16][CH:15]=1)(=[O:13])=[O:12].O>N1C=CC=CC=1>[CH3:18][C:17]1[CH:19]=[CH:20][C:14]([S:11]([O:10][CH2:9][CH2:8][O:7][CH:1]2[CH2:6][CH2:5][CH2:4][CH:3]=[CH:2]2)(=[O:13])=[O:12])=[CH:15][CH:16]=1. Procedure: To 2-(cyclohex-2-enyloxy)ethanol (intermediate BU) (0.3 g) in anhydrous pyridine was added TsCl (1.3 eq). The mixture was stirred at room temperature for 16 h, after which TLC showed the reaction was complete. The mixture was poured into water, extracted with EA, washed with water and brine, and dried with anhydrous Na2SO4. Solvent was removed and the residue purified by column chromatography to obtain intermediate BV (0.3 g). Starting materials: CC(=O)O, CO, CC(=O)NC(C(=O)O)C(C(O)C[N+](=O)[O-])N1CCc2ccccc2C1=O. Product: CC(=O)NC(C(=O)O)C(C(O)CN)N1CCc2ccccc2C1=O. As a reaction SMILES: [CH3:27][C:28](=[O:29])[OH:30].[CH3:31][OH:32].[O:1]=[C:2]1[N:3]([CH:12]([CH:13]([C:14](=[O:15])[OH:16])[NH:17][C:18](=[O:19])[CH3:20])[CH:21]([CH2:22][N+:23]([O-:24])=[O:25])[OH:26])[CH2:4][CH2:5][c:6]2[cH:7][cH:8][cH:9][cH:10][c:11]21>>[O:1]=[C:2]1[N:3]([CH:12]([CH:13]([C:14](=[O:15])[OH:16])[NH:17][C:18](=[O:19])[CH3:20])[CH:21]([CH2:22][NH2:23])[OH:26])[CH2:4][CH2:5][c:6]2[cH:7][cH:8][cH:9][cH:10][c:11]21.